This data is from the Open Reaction Database (ORD), a public repository of structured organic reaction records. The task is: describe an organic reaction: reactants, conditions, products, and yield Starting materials: N1(CCCC1)CC#CC1=CC=C(C=C1)C(=O)C1=CC=C(C=C1)OC1OCCCC1 ((4-(3-(pyrrolidin-1-yl)prop-1-ynyl)phenyl)(4-(tetrahydro-2H-pyran-2-yloxy)phenyl)methanone). Reagents/catalysts: [Ni] (Ni). Solvent: CO (methanol). Run at time 2 hour. The product is N1(CCCC1)CCCC1=CC=C(C=C1)C(=O)C1=CC=C(C=C1)OC1OCCCC1 ((4-(3-(pyrrolidin-1-yl)propyl)phenyl)(4-(tetrahydro-2H-pyran-2-yloxy)phenyl)methanone). The yield is 95.3%. As a reaction SMILES: [N:1]1([CH2:6][C:7]#[C:8][C:9]2[CH:14]=[CH:13][C:12]([C:15]([C:17]3[CH:22]=[CH:21][C:20]([O:23][CH:24]4[CH2:29][CH2:28][CH2:27][CH2:26][O:25]4)=[CH:19][CH:18]=3)=[O:16])=[CH:11][CH:10]=2)[CH2:5][CH2:4][CH2:3][CH2:2]1>[Ni].CO>[N:1]1([CH2:6][CH2:7][CH2:8][C:9]2[CH:10]=[CH:11][C:12]([C:15]([C:17]3[CH:18]=[CH:19][C:20]([O:23][CH:24]4[CH2:29][CH2:28][CH2:27][CH2:26][O:25]4)=[CH:21][CH:22]=3)=[O:16])=[CH:13][CH:14]=2)[CH2:2][CH2:3][CH2:4][CH2:5]1. Procedure details: A flask was charged with (4-(3-(pyrrolidin-1-yl)prop-1-ynyl)phenyl)(4-(tetrahydro-2H-pyran-2-yloxy)phenyl)methanone (391 mg, 1 mmol), Riney Ni (0.2 eq), and 20 mL of methanol. The mixture was stirred under hydrogen at room temperature and atmospheric pressure for 2 h. After complete conversion (TLC monitoring), the catalyst was filtered off through a pad of celite, and washed with EtOAc. The filtrate was concentrated under reduced pressure to give the product (375 mg, 95% yield). Reactants: NC=1C(=NC(=CN1)C1CC(CCC1)O[Si](C)(C)C(C)(C)C)C1=CC(=C(C(=O)NCC2=CC=CC=C2)C=C1)F (4-(3-amino-6-(3-((tert-butyldimethylsilyl)oxy)cyclohexyl)pyrazin-2-yl)-N-benzyl-2-fluorobenzamide), C([O-])(O)=O.[Na+] (sodium bicarbonate), C(=O)(C(F)(F)F)O (TFA). The solvent is Cl (HCl), C1CCOC1 (THF), CO (MeOH). Conditions: time 2 hour. Yields the product NC=1C(=NC(=CN1)[C@H]1C[C@H](CCC1)O)C1=CC(=C(C(=O)NCC2=CC=CC=C2)C=C1)F (4-(3-amino-6-((1R,3S)-3-hydroxycyclohexyl)pyrazin-2-yl)-N-benzyl-2-fluorobenzamide). Reaction SMILES: [NH2:1][C:2]1[C:3]([C:22]2[CH:37]=[CH:36][C:25]([C:26]([NH:28][CH2:29][C:30]3[CH:35]=[CH:34][CH:33]=[CH:32][CH:31]=3)=[O:27])=[C:24]([F:38])[CH:23]=2)=[N:4][C:5]([CH:8]2[CH2:13][CH2:12][CH2:11][CH:10]([O:14][Si](C(C)(C)C)(C)C)[CH2:9]2)=[CH:6][N:7]=1.C(=O)(O)[O-].[Na+].C(O)(C(F)(F)F)=O>Cl.C1COCC1.CO>[NH2:1][C:2]1[C:3]([C:22]2[CH:37]=[CH:36][C:25]([C:26]([NH:28][CH2:29][C:30]3[CH:35]=[CH:34][CH:33]=[CH:32][CH:31]=3)=[O:27])=[C:24]([F:38])[CH:23]=2)=[N:4][C:5]([C@@H:8]2[CH2:13][CH2:12][CH2:11][C@H:10]([OH:14])[CH2:9]2)=[CH:6][N:7]=1 |f:1.2|. Procedure details: A mixture of 4-(3-amino-6-(3-((tert-butyldimethylsilyl)oxy)cyclohexyl)pyrazin-2-yl)-N-benzyl-2-fluorobenzamide (61 mg, 0.114 mmol) in 6N HCl (0.29 mL),THF (0. 57 mL) and MeOH (0.285 mL) was stirred for 2 h. Solid sodium bicarbonate was added to neutralize the reaction mixture. Solvent was evaporated and 25% of the residue was dissolved in DMSO, and purified with auto-prep to provide 15 mg of desired cis racemate compound as a TFA salt. LCMS (m/z): 421.3 (MH+), 0.74 min. 1H NMR (400 MHz, MeOD-d4)... The reactants are COC(=O)c1ccc(OS(=O)(=O)C(F)(F)F)c(OC)c1, Cc1ccccc1OB(O)O, Cc1ccccc1, [Cl-], [Li+], [Na+], [Na+], O=C([O-])[O-], O, c1ccc(P(c2ccccc2)(c2ccccc2)[Pd](P(c2ccccc2)(c2ccccc2)c2ccccc2)(P(c2ccccc2)(c2ccccc2)c2ccccc2)P(c2ccccc2)(c2ccccc2)c2ccccc2)cc1. Product: COC(=O)c1ccc(-c2ccccc2C)c(OC)c1. As a reaction SMILES: [CH3:1][O:2][C:3]([c:4]1[cH:5][c:6]([O:18][CH3:19])[c:7]([O:10][S:11]([C:12]([F:13])([F:14])[F:15])(=[O:16])=[O:17])[cH:8][cH:9]1)=[O:20].[CH3:21][c:22]1[c:23]([O:28][B:29]([OH:30])[OH:31])[cH:24][cH:25][cH:26][cH:27]1.[CH3:40][c:41]1[cH:42][cH:43][cH:44][cH:45][cH:46]1.[Cl-:33].[Li+:32].[Na+:34].[Na+:35].[O-:36][C:37](=[O:38])[O-:39].[OH2:124].[cH:47]1[cH:48][cH:49][c:50]([P:51]([Pd:52]([P:53]([c:54]2[cH:55][cH:56][cH:57][cH:58][cH:59]2)([c:60]2[cH:61][cH:62][cH:63][cH:64][cH:65]2)[c:66]2[cH:67][cH:68][cH:69][cH:70][cH:71]2)([P:72]([c:73]2[cH:74][cH:75][cH:76][cH:77][cH:78]2)([c:79]2[cH:80][cH:81][cH:82][cH:83][cH:84]2)[c:85]2[cH:86][cH:87][cH:88][cH:89][cH:90]2)[P:91]([c:92]2[cH:93][cH:94][cH:95][cH:96][cH:97]2)([c:98]2[cH:99][cH:100][cH:101][cH:102][cH:103]2)[c:104]2[cH:105][cH:106][cH:107][cH:108][cH:109]2)([c:110]2[cH:111][cH:112][cH:113][cH:114][cH:115]2)[c:116]2[cH:117][cH:118][cH:119][cH:120][cH:121]2)[cH:122][cH:123]1>>[CH3:1][O:2][C:3]([c:4]1[cH:5][c:6]([O:18][CH3:19])[c:7](-[c:23]2[c:22]([CH3:21])[cH:27][cH:26][cH:25][cH:24]2)[cH:8][cH:9]1)=[O:20]. Starting materials: [Li+].[OH-] (LiOH), N1=C(NC2=C1C=CC=C2)CNCC=2C=CC1=C(CN(C(C(N1)CC(=O)OC)=O)C)C2 (methyl (±)-7-[[[(2-benzimidazolyl)methyl]amino]methyl]-4-methyl-3-oxo-2,3,4,5-tetrahydro-1H-1,4-benzodiazepine-2-acetate). Run in O1CCOCC1 (dioxane), O (H2O). Run at time 8 hour. Yields the product N1=C(NC2=C1C=CC=C2)CNCC=2C=CC1=C(CN(C(C(N1)CC(=O)O)=O)C)C2 ((±)-7-[[[(2-Benzimidazolyl)methyl]amino]methyl]-4-methyl-3-oxo-2,3,4,5-tetrahydro-1H-1,4-benzodiazepine-2-acetic acid). Yield: 53.3%. As a reaction SMILES: [Li+].[OH-].[N:3]1[C:7]2[CH:8]=[CH:9][CH:10]=[CH:11][C:6]=2[NH:5][C:4]=1[CH2:12][NH:13][CH2:14][C:15]1[CH:16]=[CH:17][C:18]2[NH:24][CH:23]([CH2:25][C:26]([O:28]C)=[O:27])[C:22](=[O:30])[N:21]([CH3:31])[CH2:20][C:19]=2[CH:32]=1>O1CCOCC1.O>[N:3]1[C:7]2[CH:8]=[CH:9][CH:10]=[CH:11][C:6]=2[NH:5][C:4]=1[CH2:12][NH:13][CH2:14][C:15]1[CH:16]=[CH:17][C:18]2[NH:24][CH:23]([CH2:25][C:26]([OH:28])=[O:27])[C:22](=[O:30])[N:21]([CH3:31])[CH2:20][C:19]=2[CH:32]=1 |f:0.1|. Reported procedure: LiOH (14.6 mg, 0.34 mmol) was added at RT to a solution of methyl (±)-7-[[[(2-benzimidazolyl)methyl]amino]methyl]-4-methyl-3-oxo-2,3,4,5-tetrahydro-1H-1,4-benzodiazepine-2-acetate (133 mg, 0.31 mmol) in dioxane (3 mL) and H2O (1 mL). The reaction mixture was stirred at RT overnight then the organic solvent was removed in vacuo. The aqueous residue was acidified with 1M HCl solution (0.38 mL) to obtain a white solid which was purified by ODS chromatography (10% acetonitrile/H2O-0.1% TFA) to affor... The reactants are C(C)(=O)N1CCC(CC1)OCC=C (N-acetyl-4-allyloxypiperidine), CO (methanol), mercuric acetate, mercuric acetate methanol. As a reaction SMILES: [C:1]([N:4]1[CH2:9][CH2:8][CH:7]([O:10][CH2:11][CH:12]=[CH2:13])[CH2:6][CH2:5]1)(=[O:3])[CH3:2].[CH3:14][OH:15]>>[C:1]([N:4]1[CH2:9][CH2:8][CH:7]([O:10][CH2:11][CH:12]([O:15][CH3:14])[CH3:13])[CH2:6][CH2:5]1)(=[O:3])[CH3:2]. Yields the product C(C)(=O)N1CCC(CC1)OCC(C)OC (N-acetyl-4-(2-methoxy-n-propoxy)piperidine). Procedure details: This compound was prepared similarly to Example F, starting from N-acetyl-4-allyloxypiperidine and mercuric acetate in methanol. To improve the conversion of starting material to product the mercuric acetate/methanol treatment was repeated twice to give N-acetyl-4-(2-methoxy-n-propoxy)piperidine, which was hydrolyzed in sodium hydroxide and methanol solution to give 4-(2-methoxy-n-propoxy)piperidine. A sample was characterized as the oxalate salt, m.p. 89°-91° C. The reactants are BrCc1ccccc1, C1CCOC1, CCCCC, O=C1NC2CCC1CC2, [H-], [Na+]. Yields the product O=C1C2CCC(CC2)N1Cc1ccccc1. RXN SMILES: [Br:12][CH2:13][c:14]1[cH:15][cH:16][cH:17][cH:18][cH:19]1.[CH2:25]1[O:26][CH2:27][CH2:28][CH2:29]1.[CH3:20][CH2:21][CH2:22][CH2:23][CH3:24].[CH:1]12[NH:2][C:3](=[O:9])[CH:4]([CH2:5][CH2:6]1)[CH2:7][CH2:8]2.[H-:10].[Na+:11]>>[CH:1]12[N:2]([CH2:13][c:14]3[cH:15][cH:16][cH:17][cH:18][cH:19]3)[C:3](=[O:9])[CH:4]([CH2:5][CH2:6]1)[CH2:7][CH2:8]2. Solvent: O (water), O (water). The reactants are O1CCCC1 (tetrahydrofuran), N1C=C(C2=CC=CC=C12)C[C@H]1C(N(CCN1)CCC1=CC=CC=C1)=O ((S)-3-(1H-Indol-3-ylmethyl)-1-(2-phenyl-ethyl)-2-oxo-piperazine), [OH-].[Na+] (sodium hydroxide). Product: N1C=C(C2=CC=CC=C12)C[C@H]1CN(CCN1)CCC1=CC=CC=C1 ((S)-3-(1H-Indol-3-ylmethyl)-1-(2-phenyl-ethyl)-piperazine). RXN SMILES: O1CCCC1.[NH:6]1[C:14]2[C:9](=[CH:10][CH:11]=[CH:12][CH:13]=2)[C:8]([CH2:15][C@@H:16]2[NH:21][CH2:20][CH2:19][N:18]([CH2:22][CH2:23][C:24]3[CH:29]=[CH:28][CH:27]=[CH:26][CH:25]=3)[C:17]2=O)=[CH:7]1.[OH-].[Na+]>O>[NH:6]1[C:14]2[C:9](=[CH:10][CH:11]=[CH:12][CH:13]=2)[C:8]([CH2:15][C@@H:16]2[NH:21][CH2:20][CH2:19][N:18]([CH2:22][CH2:23][C:24]3[CH:29]=[CH:28][CH:27]=[CH:26][CH:25]=3)[CH2:17]2)=[CH:7]1 |f:2.3|. Run at time 24 hour. Procedure details: Combine lithiium aluminumhydride (100 mmol) and tetrahydrofuran (75 ml). Add (S)-3-(1H-Indol-3-ylmethyl)-1-(2-phenyl-ethyl)-2-oxo-piperazine (25 mmol) portionwise. Heat to reflux. After 24 hours, cool to ambient temperature. Carefully add water (3.8 mL), 15% aqueous sodium hydroxide solution (3.8 mL), and water (10.5 mL). Stir vigourously for 1 hour. Filter, rinse the filter cake repeatedly with tetrahydrofuran. Concentrate the filtrate in vacuo to obtain a residue. Chromatograph the residue to ... Starting materials: CC(C)(C)N[SiH2]N([SiH2]NC(C)(C)C)C(C)(C)C, CC(C)(C)N[SiH](NC(C)(C)C)NC(C)(C)C, CC(C)(C)N. Yields the product CC(C)(C)N[SiH2]NC(C)(C)C. Reaction SMILES: [C:22]([NH:23][SiH2:24][N:25]([SiH2:26][NH:27][C:28]([CH3:29])([CH3:30])[CH3:31])[C:32]([CH3:33])([CH3:34])[CH3:35])([CH3:36])([CH3:37])[CH3:38].[C:6]([CH3:7])([CH3:8])([CH3:9])[NH:10][SiH:11]([NH:12][C:13]([CH3:14])([CH3:15])[CH3:16])[NH:17][C:18]([CH3:19])([CH3:20])[CH3:21].[CH3:1][C:2]([NH2:3])([CH3:4])[CH3:5]>>[C:6]([CH3:7])([CH3:8])([CH3:9])[NH:10][SiH2:11][NH:12][C:13]([CH3:14])([CH3:15])[CH3:16]. Starting materials: OC1CN(CC1)C(=O)C1=C(C=CC(=C1)S(=O)(=O)C)OC(C)C (rac-(3-hydroxy-pyrrolidin-1-yl)-(2-isopropoxy-5-methanesulfonyl-phenyl)-methanone), CS(=O)(=O)Cl (methanesulfonyl chloride). The product is C(C)(C)OC1=C(C(=O)N2CC(CC2)OS(=O)(=O)C)C=C(C=C1)S(=O)(=O)C (Rac-Methanesulfonic acid 1-(2-isopropoxy-5-methanesulfonyl-benzoyl)-pyrrolidin-3-yl ester). Yield: 99.0%. RXN SMILES: [OH:1][CH:2]1[CH2:6][CH2:5][N:4]([C:7]([C:9]2[CH:14]=[C:13]([S:15]([CH3:18])(=[O:17])=[O:16])[CH:12]=[CH:11][C:10]=2[O:19][CH:20]([CH3:22])[CH3:21])=[O:8])[CH2:3]1.[CH3:23][S:24](Cl)(=[O:26])=[O:25]>>[CH:20]([O:19][C:10]1[CH:11]=[CH:12][C:13]([S:15]([CH3:18])(=[O:17])=[O:16])=[CH:14][C:9]=1[C:7]([N:4]1[CH2:5][CH2:6][CH:2]([O:1][S:24]([CH3:23])(=[O:26])=[O:25])[CH2:3]1)=[O:8])([CH3:22])[CH3:21]. Procedure: Prepared in analogy to Example 3(b) from rac-(3-hydroxy-pyrrolidin-1-yl)-(2-isopropoxy-5-methanesulfonyl-phenyl)-methanone (Example 9(a)) and methanesulfonyl chloride. The crude material was purified by partitioning between dichoromethane and water to yield the title compound as a yellow oil (yield 99%). MS (m/e): 406.4 (M+H+, 100%). Starting materials: CC(C(=O)C1=CC=C(C(=O)Cl)C=C1)(C)C (4-(2,2-dimethyl-1-oxopropyl) benzoyl chloride), [OH-].[NH4+] (ammonium hydroxide). Solvent: C(C)OCC (diethylether). The product is CC(C(=O)C1=CC=C(C(=O)N)C=C1)(C)C (4-(2,2-dimethyl-1-oxopropyl)-benzamide). RXN SMILES: [CH3:1][C:2]([CH3:15])([CH3:14])[C:3]([C:5]1[CH:13]=[CH:12][C:8]([C:9](Cl)=[O:10])=[CH:7][CH:6]=1)=[O:4].[OH-].[NH4+:17]>C(OCC)C>[CH3:1][C:2]([CH3:15])([CH3:14])[C:3]([C:5]1[CH:13]=[CH:12][C:8]([C:9]([NH2:17])=[O:10])=[CH:7][CH:6]=1)=[O:4] |f:1.2|. Reported procedure: 3.1 grams (14 mmoles) of 4-(2,2-dimethyl-1-oxopropyl) benzoyl chloride is dissolved in 15 milliliters of diethylether, and the resulting solution is added dropwise to concentrated ammonium hydroxide with vigorous stirring at 0°-10° C. The white crystalline precipitate which forms is filtered off and washed with water and with ether. The product is dried in vacuo to yield 4-(2,2-dimethyl-1-oxopropyl)-benzamide (m.p. 138°-140° C.) .